This data is from the Open Reaction Database (ORD), a public repository of structured organic reaction records. The task is: describe an organic reaction: reactants, conditions, products, and yield The reactants are C1(=CC=CC=C1)NC1=CC=C(C=C1)N (N-phenyl-1,4-phenylenediamine), C(OCC)(OCC)OCC (triethyl orthoformate). Isolated yield 72.4%. Procedure details: The procedure of Example 1 is repeated using 10.0 g (0.054 mol) of N-phenyl-1,4-phenylenediamine and 3.3 g (0.22 mol) of triethyl orthoformate. The residue is slurried with ethanol to give 7.4 g (83%) of a brown solid, mp. 173°-175° C. Yields the product N(C1=CC=CC=C1)C1=CC=C(C=C1)NC=NC1=CC=C(C=C1)NC1=CC=CC=C1 (N,N'-Bis(4-anilinophenyl)formamidine). The solvent is C(C)O (ethanol). As a reaction SMILES: [C:1]1([NH:7][C:8]2[CH:13]=[CH:12][C:11]([NH2:14])=[CH:10][CH:9]=2)[CH:6]=[CH:5][CH:4]=[CH:3][CH:2]=1.C(O[CH2:23][CH3:24])(OCC)OCC>C(O)C>[NH:7]([C:8]1[CH:13]=[CH:12][C:11]([NH:14][CH:1]=[N:7][C:8]2[CH:13]=[CH:12][C:11]([NH:14][C:24]3[CH:23]=[CH:2][CH:3]=[CH:4][CH:5]=3)=[CH:10][CH:9]=2)=[CH:10][CH:9]=1)[C:1]1[CH:2]=[CH:3][CH:4]=[CH:5][CH:6]=1. The reactants are COC(C1=C(C=CC(=C1)[N+](=O)[O-])NC1=CC=C(C=C1)CCCC1=CC(=C(C=C1)Cl)Cl)=O (2-{4-[3-(3,4-dichlorophenyl)-propyl]phenylamino}-5-nitrobenzoic acid methyl ester), [OH-].[Na+] (NaOH). The solvent is C1CCOC1 (THF), CCO (EtOH). Yields the product ClC=1C=C(C=CC1Cl)CCCC1=CC=C(C=C1)NC1=C(C(=O)O)C=C(C=C1)[N+](=O)[O-] (2-{4-[3-(3,4-Dichlorophenyl)propyl]phenylamino}-5-nitrobenzoic acid). The yield is 100.9%. Reaction SMILES: C[O:2][C:3](=[O:31])[C:4]1[CH:9]=[C:8]([N+:10]([O-:12])=[O:11])[CH:7]=[CH:6][C:5]=1[NH:13][C:14]1[CH:19]=[CH:18][C:17]([CH2:20][CH2:21][CH2:22][C:23]2[CH:28]=[CH:27][C:26]([Cl:29])=[C:25]([Cl:30])[CH:24]=2)=[CH:16][CH:15]=1.[OH-].[Na+]>CCO.C1COCC1>[Cl:30][C:25]1[CH:24]=[C:23]([CH2:22][CH2:21][CH2:20][C:17]2[CH:16]=[CH:15][C:14]([NH:13][C:5]3[CH:6]=[CH:7][C:8]([N+:10]([O-:12])=[O:11])=[CH:9][C:4]=3[C:3]([OH:31])=[O:2])=[CH:19][CH:18]=2)[CH:28]=[CH:27][C:26]=1[Cl:29] |f:1.2|. Procedure details: The title compound was 2-{4-[3-(3,4-dichlorophenyl)-propyl]phenylamino}-5-nitrobenzoic acid methyl ester (0.50 g, 1.09 mmol), 2N NaOH (5.0 mL) in EtOH (2 mL) and THF (4 mL) using the procedure described in Example 2. This procedure yielded an orange solid, 0.49 g (1.10 mmol, 100%) of the desired product. mp 153-155° C. Reactants: Cc1ccccc1Br, O=C1CCN(Cc2ccccc2)CC1, [Li]CCCC, CCCCCC, [Cl-], [NH4+], [Na+], C1CCOC1, O=C([O-])O. The product is Cc1ccccc1C1(O)CCN(Cc2ccccc2)CC1. RXN SMILES: [Br:12][c:13]1[c:14]([CH3:19])[cH:15][cH:16][cH:17][cH:18]1.[CH2:20]([c:21]1[cH:22][cH:23][cH:24][cH:25][cH:26]1)[N:27]1[CH2:28][CH2:29][C:30](=[O:33])[CH2:31][CH2:32]1.[CH2:7]([Li:8])[CH2:9][CH2:10][CH3:11].[CH3:1][CH2:2][CH2:3][CH2:4][CH2:5][CH3:6].[Cl-:34].[NH4+:35].[Na+:36].[O:41]1[CH2:42][CH2:43][CH2:44][CH2:45]1.[OH:37][C:38](=[O:39])[O-:40]>>[c:13]1([C:30]2([OH:33])[CH2:29][CH2:28][N:27]([CH2:20][c:21]3[cH:22][cH:23][cH:24][cH:25][cH:26]3)[CH2:32][CH2:31]2)[c:14]([CH3:19])[cH:15][cH:16][cH:17][cH:18]1. Starting materials: N1C=CC2=CC=CN=C12 (7-azaindole), BrC1=C(C(N(C1=O)C)=O)C1=CN(C2=CC=CC=C12)C(=O)OC(C)(C)C (tert-butyl 3-(4-bromo-1-methyl-2,5-dioxo-2,5-dihydro-1H-pyrrol-3-yl)-1H-indole-1-carboxylate), [Cl-].[NH4+] (ammonium chloride), [Li+].C[Si](C)(C)[N-][Si](C)(C)C (LiHMDS). Run in C1(=CC=CC=C1)C (toluene), C1(=CC=CC=C1)C (toluene). Run at temperature -10 celsius, time 1 hour. Product: CN1C(C(=C(C1=O)C1=CNC2=NC=CC=C21)C2=CN(C1=CC=CC=C21)C(=O)OC(C)(C)C)=O (tert-butyl 3-[1-methyl-2,5-dioxo-4-(1H-pyrrolo[2,3-b]pyrid-3-yl)-2,5-dihydro-1H-pyrrol-3-yl]-1H-indole-1-carboxylate). As a reaction SMILES: [NH:1]1[C:9]2[C:4](=[CH:5][CH:6]=[CH:7][N:8]=2)[CH:3]=[CH:2]1.[Li+].C[Si]([N-][Si](C)(C)C)(C)C.Br[C:21]1[C:25](=[O:26])[N:24]([CH3:27])[C:23](=[O:28])[C:22]=1[C:29]1[C:37]2[C:32](=[CH:33][CH:34]=[CH:35][CH:36]=2)[N:31]([C:38]([O:40][C:41]([CH3:44])([CH3:43])[CH3:42])=[O:39])[CH:30]=1.[Cl-].[NH4+]>C1(C)C=CC=CC=1>[CH3:27][N:24]1[C:25](=[O:26])[C:21]([C:3]2[C:4]3[C:9](=[N:8][CH:7]=[CH:6][CH:5]=3)[NH:1][CH:2]=2)=[C:22]([C:29]2[C:37]3[C:32](=[CH:33][CH:34]=[CH:35][CH:36]=3)[N:31]([C:38]([O:40][C:41]([CH3:43])([CH3:42])[CH3:44])=[O:39])[CH:30]=2)[C:23]1=[O:28] |f:1.2,4.5|. Procedure details: To a solution, maintained at −10° C., of 7-azaindole (1.78 mmol), dissolved in 10 ml of dry toluene, there is added, dropwise, a solution of commercial LiHMDS (1M in hexane) (4.6 mmol). After stirring for 1 hour at −10° C., a solution of the product obtained in Step B (0.85 mmol), dissolved in 10 ml of dry toluene, is added dropwise at ambient temperature. After stirring for 24 hours at ambient temperature, the reaction mixture is hydrolysed with saturated aqueous ammonium chloride solution and ... Reactants: C(C1=CC=CC=C1)(C1=CC=CC=C1)NC(C(C)=O)(C)C (3-(benzhydrylamino)-3-methylbutan-2-one), BrBr (bromine), [OH-].[Na+] (sodium hydroxide). The solvent is C(C)(=O)O (acetic acid), Cl (HCl). Reaction conditions: time 3 hour. Yields the product C(C1=CC=CC=C1)(C1=CC=CC=C1)N1C(C(C1)=O)(C)C (1-Benzhydryl-2,2-dimethylazetidin-3-one). Reaction SMILES: [CH:1]([NH:14][C:15]([CH3:20])([CH3:19])[C:16](=[O:18])[CH3:17])([C:8]1[CH:13]=[CH:12][CH:11]=[CH:10][CH:9]=1)[C:2]1[CH:7]=[CH:6][CH:5]=[CH:4][CH:3]=1.BrBr.[OH-].[Na+]>C(O)(=O)C.Cl>[CH:1]([N:14]1[CH2:17][C:16](=[O:18])[C:15]1([CH3:20])[CH3:19])([C:8]1[CH:9]=[CH:10][CH:11]=[CH:12][CH:13]=1)[C:2]1[CH:7]=[CH:6][CH:5]=[CH:4][CH:3]=1 |f:2.3|. Procedure: Into 3-(benzhydrylamino)-3-methylbutan-2-one (6.5 g) in acetic acid (20 mL), HCl gas was blown up to saturation, and bromine (1.25 mL) was added dropwise thereto, followed by stirring for 3 hours. 20% Aqueous sodium hydroxide was added to the reaction mixture, and thereby pH of the mixture was adjusted at 14 or higher, followed by partitioning by use of carbon tetrachloride. The organic layer was washed with water. The solvent was evaporated under reduced pressure, and to the residue, N,N-dimeth... Starting materials: OC1=C(C=CC=C1)CC(=O)O ((2-hydroxyphenyl)acetic acid), N,N′-carbonyldiimidazole, N1C[C@H](CC1)O ((3S)-pyrrolidin-3-ol). The solvent is CN(C)C=O (DMF), CN(C)C=O (DMF). Run at time 45 minute. The product is OC1=C(C=CC=C1)CC(=O)N1C[C@H](CC1)O ((3S)-1-[(2-Hydroxyphenyl)acetyl]pyrrolidin-3-ol). Isolated yield 46.3%. As a reaction SMILES: [OH:1][C:2]1[CH:7]=[CH:6][CH:5]=[CH:4][C:3]=1[CH2:8][C:9]([OH:11])=O.[NH:12]1[CH2:16][CH2:15][C@H:14]([OH:17])[CH2:13]1>CN(C=O)C>[OH:1][C:2]1[CH:7]=[CH:6][CH:5]=[CH:4][C:3]=1[CH2:8][C:9]([N:12]1[CH2:16][CH2:15][C@H:14]([OH:17])[CH2:13]1)=[O:11]. Procedure details: A mixture of (2-hydroxyphenyl)acetic acid (304 mg, 2.0 mmol) and N,N′-carbonyldiimidazole (405 mg, 2.5 mmol) in DMF (5 nL) was stirred at room temperature for 45 min. A solution of (3S)-pyrrolidin-3-ol (435 mg, 5.0 mmol) in DMF (1.5 mL) was added and the reaction mixture was stirred at room temperature overnight. The reaction mixture was partitioned between ethyl acetate and H2O. The organic layer was dried over Na2SO4, filtered and concentrated. The residue was purified by silica gel flash chro... The reactants are CCOC(=O)C(CCc1ccccc1)n1cnc(C(N)=O)c1, CN(C)C=O, O, O=P(Cl)(Cl)Cl. Yields the product CCOC(=O)C(CCc1ccccc1)n1cnc(C#N)c1. As a reaction SMILES: [C:1]([NH2:2])(=[O:3])[c:4]1[n:5][cH:6][n:7]([CH:9]([C:10](=[O:11])[O:12][CH2:13][CH3:14])[CH2:15][CH2:16][c:17]2[cH:18][cH:19][cH:20][cH:21][cH:22]2)[cH:8]1.[O:29]=[CH:30][N:31]([CH3:32])[CH3:33].[OH2:28].[P:23]([Cl:24])([Cl:25])([Cl:26])=[O:27]>>[C:1](#[N:2])[c:4]1[n:5][cH:6][n:7]([CH:9]([C:10](=[O:11])[O:12][CH2:13][CH3:14])[CH2:15][CH2:16][c:17]2[cH:18][cH:19][cH:20][cH:21][cH:22]2)[cH:8]1.